describe an organic reaction: reactants, conditions, products, and yield From a dataset of the Open Reaction Database (ORD), a public repository of structured organic reaction records. The reactants are CCCCP(CCCC)CCCC, O=C(N=NC(=O)N1CCCCC1)N1CCCCC1, O=C1SC(Cc2ccc(O)cc2)C(=O)N1C(c1ccccc1)(c1ccccc1)c1ccccc1, c1ccccc1, OCCc1c[nH]c2ccccc12. The product is O=C1SC(Cc2ccc(OCCc3c[nH]c4ccccc34)cc2)C(=O)N1C(c1ccccc1)(c1ccccc1)c1ccccc1. RXN SMILES: [CH2:47]([P:48]([CH2:49][CH2:50][CH2:51][CH3:52])[CH2:53][CH2:54][CH2:55][CH3:56])[CH2:57][CH2:58][CH3:59].[N:60]([C:61]([N:62]1[CH2:63][CH2:64][CH2:65][CH2:66][CH2:67]1)=[O:68])=[N:69][C:70]([N:71]1[CH2:72][CH2:73][CH2:74][CH2:75][CH2:76]1)=[O:77].[OH:13][c:14]1[cH:15][cH:16][c:17]([CH2:18][CH:19]2[C:20](=[O:44])[N:21]([C:25]([c:26]3[cH:27][cH:28][cH:29][cH:30][cH:31]3)([c:32]3[cH:33][cH:34][cH:35][cH:36][cH:37]3)[c:38]3[cH:39][cH:40][cH:41][cH:42][cH:43]3)[C:22](=[O:24])[S:23]2)[cH:45][cH:46]1.[cH:78]1[cH:79][cH:80][cH:81][cH:82][cH:83]1.[nH:1]1[cH:2][c:3]([CH2:10][CH2:11][OH:12])[c:4]2[cH:5][cH:6][cH:7][cH:8][c:9]12>>[nH:1]1[cH:2][c:3]([CH2:10][CH2:11][O:12][c:14]2[cH:15][cH:16][c:17]([CH2:18][CH:19]3[C:20](=[O:44])[N:21]([C:25]([c:26]4[cH:27][cH:28][cH:29][cH:30][cH:31]4)([c:32]4[cH:33][cH:34][cH:35][cH:36][cH:37]4)[c:38]4[cH:39][cH:40][cH:41][cH:42][cH:43]4)[C:22](=[O:24])[S:23]3)[cH:45][cH:46]2)[c:4]2[cH:5][cH:6][cH:7][cH:8][c:9]12. The reactants are BrC=1C=CC=C2C=CC(=NC12)Cl (8-bromo-2-chloro-quinoline), N1CCNCC1 (piperazine). Yields the product BrC=1C=CC=C2C=CC(=NC12)N1CCNCC1 (8-bromo-2-piperazin-1-yl-quinoline). Reaction SMILES: [Br:1][C:2]1[CH:3]=[CH:4][CH:5]=[C:6]2[C:11]=1[N:10]=[C:9](Cl)[CH:8]=[CH:7]2.[NH:13]1[CH2:18][CH2:17][NH:16][CH2:15][CH2:14]1>>[Br:1][C:2]1[CH:3]=[CH:4][CH:5]=[C:6]2[C:11]=1[N:10]=[C:9]([N:13]1[CH2:18][CH2:17][NH:16][CH2:15][CH2:14]1)[CH:8]=[CH:7]2. Procedure: Prepared analogously to Example 3 from 8-bromo-2-chloro-quinoline and piperazine. Starting materials: [H-].[Na+] (sodium hydride), C(C)(C)(C)C=1C=C(C=C(C1)O)C(C)=O (1-(3-tert-Butyl-5-hydroxyphenyl)ethanone), BrCCF (1-bromo-2-fluoroethane), [H-].[Na+] (Sodium hydride), O (water). Solvent: CN(C)C=O (DMF). Conditions: time 8 hour. Yields the product C(C)(C)(C)C=1C=C(C=C(C1)OCCF)C(C)=O (1-[3-tert-Butyl-5-(2-fluoroethoxy)phenyl]ethanone). Reaction SMILES: [C:1]([C:5]1[CH:6]=[C:7]([C:12](=[O:14])[CH3:13])[CH:8]=[C:9]([OH:11])[CH:10]=1)([CH3:4])([CH3:3])[CH3:2].Br[CH2:16][CH2:17][F:18].[H-].[Na+].O>CN(C=O)C>[C:1]([C:5]1[CH:6]=[C:7]([C:12](=[O:14])[CH3:13])[CH:8]=[C:9]([O:11][CH2:16][CH2:17][F:18])[CH:10]=1)([CH3:4])([CH3:2])[CH3:3] |f:2.3|. Procedure: 1-(3-tert-Butyl-5-hydroxyphenyl)ethanone (O3.106; 500 mg) was dissolved in DMF (10 ml), and 1-bromo-2-fluoroethane (195 μl) was added while stirring. Sodium hydride (80 mg) was added at RT. After stirring at RT for 3 h, the mixture was left to stand overnight and then further sodium hydride (20 mg) was added and the mixture was stirred for a further 2 h. Then water was added and the mixture was concentrated to dryness. The residue was taken up in EA and washed three times with water. The EA phas... Reactants: [Br-].[Li+] (lithium bromide), epoxide, CC1(C)CO1 (isobutylene oxide), C(C1=CC=CC=C1)NCC(=C)C (benzyl-(2-methyl-allyl)-amine). The solvent is C(Cl)Cl (CH2Cl2). Run at time 3.5 hour. Product: C(C1=CC=CC=C1)N(CC(C)(O)C)CC(=C)C (1-[Benzyl-(2-methyl-allyl)-amino]-2-methyl-propan-2-ol). The yield is 98.1%. Reaction SMILES: [Br-].[Li+].[CH3:3][C:4]1([O:7][CH2:6]1)[CH3:5].[CH2:8]([NH:15][CH2:16][C:17]([CH3:19])=[CH2:18])[C:9]1[CH:14]=[CH:13][CH:12]=[CH:11][CH:10]=1>C(Cl)Cl>[CH2:8]([N:15]([CH2:16][C:17]([CH3:19])=[CH2:18])[CH2:6][C:4]([CH3:5])([OH:7])[CH3:3])[C:9]1[CH:14]=[CH:13][CH:12]=[CH:11][CH:10]=1 |f:0.1|. Procedure details: Add lithium bromide (955 mg, 11.0 mmol) to a mixture of isobutylene oxide (6.20 mL, 68.8 mmol) and benzyl-(2-methyl-allyl)-amine (9.51 g, 59.0 mmol). Stir the mixture for 3.5 h at room temperature then treat with additional epoxide (1.5 mL, 16.6 mmol) and heat at 60° C. for 1.7 h. Dilute the mixture with CH2Cl2 (200 mL) and wash with water (200 mL). Dry, filter and concentrate the organic solution. Dry the residue at 80° C. under vacuum to give the title compound (13.5 g, 98%) as a colorless oil... Starting materials: C(C)(=O)OC(C)=O (acetic anhydride), NN1N=NN=C1S (1-Amino-5-mercapto-1H-tetrazole), CO (methanol). Solvent: O1CCCC1 (tetrahydrofuran). Reaction conditions: time 20 minute. Yields the product C(C)(=O)NN1N=NN=C1S (1-acetamido-5-mercapto-1H-tetrazole). The yield is 82.9%. RXN SMILES: [NH2:1][N:2]1[C:6]([SH:7])=[N:5][N:4]=[N:3]1.[C:8](OC(=O)C)(=[O:10])[CH3:9].CO>O1CCCC1>[C:8]([NH:1][N:2]1[C:6]([SH:7])=[N:5][N:4]=[N:3]1)(=[O:10])[CH3:9]. Procedure: 1-Amino-5-mercapto-1H-tetrazole (4.18 g) was dissolved in tetrahydrofuran (30 ml), and acetic anhydride (4.01 g) was added thereto. The mixture was refluxed for 6 hours and then condensed under reduced pressure to remove solvent. Methanol (4 ml) was added to the residue thus obtained, and the methanol solution was allowed to stand at room temperature for 20 minutes. The mixture was evaporated to remove solvent. Hot isopropanol was added to the residue thus obtained, and the solution was allowed ... The reactants are N1C(N=CC=C1)=O ((1H)-pyrimidinone), C1C(O1)CO (glycidol), [H-].[Na+] (NaH). The solvent is CN(C)C=O (DMF), CN(C)C=O (DMF), [Cl-].[Na+].O (brine). Yields the product O1C(C1)COC1=NC=CC=N1 (2-(Oxiran-2-ylmethoxy)pyrimidine). The yield is 30.0%. As a reaction SMILES: [NH:1]1[CH:6]=[CH:5][CH:4]=[N:3][C:2]1=[O:7].[CH2:8]1[O:10][CH:9]1[CH2:11]O.[H-].[Na+]>CN(C=O)C.[Cl-].[Na+].O>[O:10]1[CH2:8][CH:9]1[CH2:11][O:7][C:2]1[N:1]=[CH:6][CH:5]=[CH:4][N:3]=1 |f:2.3,5.6.7|. Procedure: A solution of 2 (1H)-pyrimidinone (0.61 g, 4 mmol) and glycidol (0.30 g, 4 mmol) in DMF (10 mL) was added dropwise to a stirred suspension of NaH (0.14 g, 6 mmol) in DMF (5 mL). The reaction mixture is stirred at r. t. until the reagents disappeared (TLC). The reaction mixture is taken up with brine and extracted with EtOAc (3×20 mL). The organic phases are separated, dried over Na2SO4 and evaporated under reduced pressure. The crude residue was chromatographed (Petroleum ether/AcOEt, 1:1, as el...